Dataset: the Open Reaction Database (ORD), a public repository of structured organic reaction records. Task: describe an organic reaction: reactants, conditions, products, and yield The reactants are BrC1=CC=C2C=3C=CC(=CC3C(C2=C1)(CCCCCCCCCC)CCCCCCCCCC)C1=CC=NC=C1 (4-(7-bromo-9,9-didecyl-9H-2-fluorenyl)pyridine), C(CCC)[Sn](C=1SC=CC1)(CCCC)CCCC (2-(tributylstannyl)thiophene), solid. The reagents and catalysts are C=1C=CC(=CC1)[P](C=2C=CC=CC2)(C=3C=CC=CC3)[Pd]([P](C=4C=CC=CC4)(C=5C=CC=CC5)C=6C=CC=CC6)([P](C=7C=CC=CC7)(C=8C=CC=CC8)C=9C=CC=CC9)[P](C=1C=CC=CC1)(C=1C=CC=CC1)C=1C=CC=CC1 (Tetrakis(triphenylphosphine)palladium). Solvent: CCCCCC.C1CCOC1 (hexane THF). The product is C(CCCCCCCCC)C1(C2=CC(=CC=C2C=2C=CC(=CC12)C1=CC=NC=C1)C=1SC=CC1)CCCCCCCCCC (4-(9.9-di-n-decyl-7-(2-thienyl)-9H-2-fluorenyl)pyridine). The yield is 72.4%. As a reaction SMILES: Br[C:2]1[CH:14]=[C:13]2[C:5]([C:6]3[CH:7]=[CH:8][C:9]([C:35]4[CH:40]=[CH:39][N:38]=[CH:37][CH:36]=4)=[CH:10][C:11]=3[C:12]2([CH2:25][CH2:26][CH2:27][CH2:28][CH2:29][CH2:30][CH2:31][CH2:32][CH2:33][CH3:34])[CH2:15][CH2:16][CH2:17][CH2:18][CH2:19][CH2:20][CH2:21][CH2:22][CH2:23][CH3:24])=[CH:4][CH:3]=1.C([Sn](CCCC)(CCCC)[C:46]1[S:47][CH:48]=[CH:49][CH:50]=1)CCC>C1C=CC([P]([Pd]([P](C2C=CC=CC=2)(C2C=CC=CC=2)C2C=CC=CC=2)([P](C2C=CC=CC=2)(C2C=CC=CC=2)C2C=CC=CC=2)[P](C2C=CC=CC=2)(C2C=CC=CC=2)C2C=CC=CC=2)(C2C=CC=CC=2)C2C=CC=CC=2)=CC=1.CCCCCC.C1COCC1>[CH2:25]([C:12]1([CH2:15][CH2:16][CH2:17][CH2:18][CH2:19][CH2:20][CH2:21][CH2:22][CH2:23][CH3:24])[C:11]2[CH:10]=[C:9]([C:35]3[CH:36]=[CH:37][N:38]=[CH:39][CH:40]=3)[CH:8]=[CH:7][C:6]=2[C:5]2[C:13]1=[CH:14][C:2]([C:46]1[S:47][CH:48]=[CH:49][CH:50]=1)=[CH:3][CH:4]=2)[CH2:26][CH2:27][CH2:28][CH2:29][CH2:30][CH2:31][CH2:32][CH2:33][CH3:34] |f:3.4,^1:62,64,83,102|. Procedure details: 4-(7-bromo-9,9-didecyl-9H-2-fluorenyl)pyridine (2.32 g, 3.85 mmol) was weighed directly into a single-necked round bottom flask equipped with a magnetic stirrer and condenser which had been dried in an oven at 130° C. overnight. Toluene (20 ml, dried over CaCl2 and freshly distilled) and 2-(tributylstannyl)thiophene (1.47 ml 4.62 mmol) were added to the flask and the solution was degassed with nitrogen for 15 min. Tetrakis(triphenylphosphine)palladium (0) (0.34 g, 0.29 mmol) was added and the so... Starting materials: [N+](=O)(O)[O-] (HNO3), C(C)(=O)NC1=CC=C(CN2C([C@H](CC2)NC(C(F)(F)F)=O)=O)C=C1 (N-[1-(4-acetylamino-benzyl)-2-oxopyrrolidin-3-(S)-yl]-2,2,2-trifluoroacetamide), C(C)(=O)OC(C)=O (acetic anhydride), N(=O)[O-].[Na+] (NaNO2), ice ice water. The solvent is O (water), CC(=O)O (AcOH). Run at temperature 0 celsius, time 1.5 hour. The product is C(C)(=O)NC1=C(C=C(CN2C([C@H](CC2)NC(C(F)(F)F)=O)=O)C=C1)[N+](=O)[O-] (N-[1-(4-Acetylamino-3-nitrobenzyl)-2-oxopyrrolidin-3-(S)-yl]-2,2,2-trifluoroacetamide). RXN SMILES: [C:1]([NH:4][C:5]1[CH:24]=[CH:23][C:8]([CH2:9][N:10]2[CH2:14][CH2:13][C@H:12]([NH:15][C:16](=[O:21])[C:17]([F:20])([F:19])[F:18])[C:11]2=[O:22])=[CH:7][CH:6]=1)(=[O:3])[CH3:2].C(OC(=O)C)(=O)C.[N:32]([O-:34])=[O:33].[Na+].[N+]([O-])(O)=O>CC(O)=O.O>[C:1]([NH:4][C:5]1[CH:6]=[CH:7][C:8]([CH2:9][N:10]2[CH2:14][CH2:13][C@H:12]([NH:15][C:16](=[O:21])[C:17]([F:18])([F:19])[F:20])[C:11]2=[O:22])=[CH:23][C:24]=1[N+:32]([O-:34])=[O:33])(=[O:3])[CH3:2] |f:2.3|. Procedure details: To a solution of 2,2,2-trifluoro-N-[1-(4-nitrobenzyl)-2-oxopyrrolidin-3-(S)-yl]-acetamide (0.75 g, 2.27 mmol) in AcOH (12 mL) is added acetic anhydride (1 mL) and a catalytic amount of 10% palladium on activated carbon. The heterogenous mixture is hydrogenated at room temperature on a Parr apparatus under 70 p.s.i. of H2. After 4.5 h, the reaction mixture is filtered through a pad of Celite, washed with CH2Cl2 and then MeOH. The crude product is concentrated in vacuo to yield 1.2 g of crude N-[1... Reactants: CCOC(C)=O, CC(C)(Cn1ccc([N+](=O)[O-])n1)OCC1CO1, CCO. Product: CC(C)(Cn1ccc(N)n1)OCC1CO1. As a reaction SMILES: [CH3:18][CH2:19][O:20][C:21](=[O:22])[CH3:23].[CH3:1][C:2]([CH2:3][n:4]1[n:5][c:6]([N+:9]([O-:10])=[O:11])[cH:7][cH:8]1)([CH3:12])[O:13][CH2:14][CH:15]1[O:16][CH2:17]1.[CH3:24][CH2:25][OH:26]>>[CH3:1][C:2]([CH2:3][n:4]1[n:5][c:6]([NH2:9])[cH:7][cH:8]1)([CH3:12])[O:13][CH2:14][CH:15]1[O:16][CH2:17]1. Yields the product COC(CC(C1=CC=C(C=C1)Cl)=O)=O (p-chloro-benzoylacetic acid methyl ester). Reaction SMILES: C[O-].[Na+].[Cl:4][C:5]1[CH:10]=[CH:9][C:8]([C:11](=[O:13])[CH3:12])=[CH:7][CH:6]=1.[CH3:14][O:15][C:16](=O)[O:17]C>>[CH3:14][O:15][C:16](=[O:17])[CH2:12][C:11](=[O:13])[C:8]1[CH:9]=[CH:10][C:5]([Cl:4])=[CH:6][CH:7]=1 |f:0.1|. Starting materials: C[O-].[Na+] (sodium methylate), ClC1=CC=C(C=C1)C(C)=O (p-chloro-acetophenone), COC(OC)=O (dimethylcarbonate). Procedure: The procedure is as described in Example 1, except that 54 g of sodium methylate in 600 ml dimethylcarbonate are used and 154.5 g of p-chloro-acetophenone are added dropwise over a period of 2.5 hours at 60°C. Working up in accordance with Example 1 gives at 60°C 187 g (87% of the theoretical amount) of p-chloro-benzoylacetic acid methyl ester with a boiling point of 113°C/0.3 torr. As a reaction SMILES: [NH2:1][C:2]1[N:7]=[C:6](Cl)[C:5]([C:9]#[N:10])=[C:4]([S:11]([CH3:13])=O)[N:3]=1.[SH:14][CH2:15][CH2:16][C:17]1[CH:22]=[CH:21][CH:20]=[CH:19][N:18]=1.[CH2:23]1[CH2:33][CH2:32][N:31]2[C:26](=NCCC2)[CH2:25][CH2:24]1.O>COCCOC>[NH2:1][C:2]1[N:7]=[C:6]([S:14][CH2:15][CH2:16][C:17]2[CH:22]=[CH:21][CH:20]=[CH:19][N:18]=2)[C:5]([C:9]#[N:10])=[C:4]([S:11][CH2:13][CH2:25][C:26]2[CH:24]=[CH:23][CH:33]=[CH:32][N:31]=2)[N:3]=1. Procedure details: To a stirred suspension of 500 mg (2.31 mmol) 2-amino-4-chloro-6-methanesulfinyl-pyrimidine-5-carbonitrile in 10 ml DME were added 482 mg (3.46 mmol) 2-mercapto-ethylpyridine and 0.88 ml (5.77 mmol) DBU and stirring continued for 1 hour at room temperature. 50 ml water was then added and the resulting crystals collected by filtration and washed with ethyl acetate to afford 300 mg (33%) 2-amino-4,6-bis-(2-pyridin-2-yl-ethylsulfanyl)-pyrimidine-5-carbonitrile as a white crystalline solid. ES-MS m/... Yields the product NC1=NC(=C(C(=N1)SCCC1=NC=CC=C1)C#N)SCCC1=NC=CC=C1 (2-amino-4,6-bis-(2-pyridin-2-yl-ethylsulfanyl)-pyrimidine-5-carbonitrile). Conditions: time 1 hour. Yield: 32.9%. Run in COCCOC (DME). Starting materials: O (water), SCCC1=NC=CC=C1 (2-mercapto-ethylpyridine), C1CCC2=NCCCN2CC1 (DBU), NC1=NC(=C(C(=N1)Cl)C#N)S(=O)C (2-amino-4-chloro-6-methanesulfinyl-pyrimidine-5-carbonitrile). As a reaction SMILES: [C:1]1([CH2:7][CH2:8][CH2:9][N:10]2[CH2:15][CH2:14][CH2:13][CH2:12][CH2:11]2)[CH:6]=[CH:5][CH:4]=[CH:3][CH:2]=1.[C:16]1([CH2:22][CH2:23][CH2:24]Br)[CH:21]=[CH:20][CH:19]=[CH:18][CH:17]=1.C([O-])([O-])=O.[K+].[K+]>C(#N)C>[C:1]1([CH2:7][CH2:8][CH2:9][N:10]2[CH2:15][CH2:14][CH:13]([CH2:24][CH2:23][CH2:22][C:16]3[CH:21]=[CH:20][CH:19]=[CH:18][CH:17]=3)[CH2:12][CH2:11]2)[CH:6]=[CH:5][CH:4]=[CH:3][CH:2]=1 |f:2.3.4|. Procedure: 3-Phenylpropylpiperidine (1 eq) was reacted with 3-phenylbromopropane (1 eq) in the presence of K2CO3 in refluxing acetonitrile over night. The product obtained was worked up and purified on a column of silica. The 500 MHz 1H NMR is in accordance with the expected structure. Starting materials: C1(=CC=CC=C1)CCCN1CCCCC1 (3-Phenylpropylpiperidine), C1(=CC=CC=C1)CCCBr (3-phenylbromopropane), C(=O)([O-])[O-].[K+].[K+] (K2CO3). Run in C(C)#N (acetonitrile). Product: C1(=CC=CC=C1)CCCN1CCC(CC1)CCCC1=CC=CC=C1 (1,4-bis(3-phenylpropyl)piperidine). Reactants: CC1=CC(=C(N)C=C1)[N+](=O)[O-] (4-methyl-2-nitroaniline), Cl (hydrochloric acid), diazonium salt, aqueous solution, [OH-].[K+] (potassium hydroxide), diazonium salt, Cl (hydrochloric acid), CC(C(=O)OCC)C(=O)C (ethyl 2-methylacetoacetate), solution, N(=O)[O-].[Na+] (sodium nitrite). Run in O (water), C(C)O (ethanol), O (water). Reaction conditions: time 40 minute. Yields the product CC1=CC(=C(C=C1)NN=C(C(=O)OCC)C)[N+](=O)[O-] (Ethyl Pyruvate 2-(4-methyl-2-nitrophenyl)hydrazone). Isolated yield 88.8%. Reaction SMILES: [CH3:1][C:2]1[CH:8]=[CH:7][C:5]([NH2:6])=[C:4]([N+:9]([O-:11])=[O:10])[CH:3]=1.Cl.[N:13]([O-])=O.[Na+].[CH3:17][CH:18](C(C)=O)[C:19]([O:21][CH2:22][CH3:23])=[O:20].[OH-].[K+]>C(O)C.O>[CH3:1][C:2]1[CH:8]=[CH:7][C:5]([NH:6][N:13]=[C:18]([CH3:17])[C:19]([O:21][CH2:22][CH3:23])=[O:20])=[C:4]([N+:9]([O-:11])=[O:10])[CH:3]=1 |f:2.3,5.6|. Reported procedure: Into 110 ml of water was suspended 30.00 g (0.197 mol) of 4-methyl-2-nitroaniline followed by adding 66 ml of concentrated hydrochloric acid thereto. An aqueous solution (35 ml) of 16.33 g (0.237 mol) of sodium nitrite was added dropwise thereinto at 10° C. or below, followed by stirring for 40 minutes under ice-cooling to prepare a diazonium salt solution. In a mixed solution of 150 ml of ethanol and 300 ml of water was dissolved 28.43 g (0.197 mol) of ethyl 2-methylacetoacetate, followed by ad... Starting materials: Cc1ccc(S(=O)(=O)OCCCCc2ccc(CNc3oc4ccccc4c(=O)c3C)cc2)cc1, CC#N, [F-], O=C(O)C(F)(F)F, [K+], O. The product is Cc1c(NCc2ccc(CCCCF)cc2)oc2ccccc2c1=O. Reaction SMILES: [CH3:1][c:2]1[c:3]([NH:13][CH2:14][c:15]2[cH:16][cH:17][c:18]([CH2:21][CH2:22][CH2:23][CH2:24][O:25][S:26]([c:27]3[cH:28][cH:29][c:30]([CH3:31])[cH:32][cH:33]3)(=[O:34])=[O:35])[cH:19][cH:20]2)[o:4][c:5]2[cH:6][cH:7][cH:8][cH:9][c:10]2[c:11]1=[O:12].[CH3:45][C:46]#[N:47].[F-:36].[F:38][C:39]([F:40])([F:41])[C:42]([OH:43])=[O:44].[K+:37].[OH2:48]>>[CH3:1][c:2]1[c:3]([NH:13][CH2:14][c:15]2[cH:16][cH:17][c:18]([CH2:21][CH2:22][CH2:23][CH2:24][F:38])[cH:19][cH:20]2)[o:4][c:5]2[cH:6][cH:7][cH:8][cH:9][c:10]2[c:11]1=[O:12].